From a dataset of the Open Reaction Database (ORD), a public repository of structured organic reaction records. describe an organic reaction: reactants, conditions, products, and yield The reactants are C(C)(C)(C)OC(=O)N[C@H](C(=O)N1[C@@H](CC=2C1=NC=CC2)C(=O)OCC)C(C)C ((S)-ethyl 1-((S)-2-(tert-butoxycarbonylamino)-3-methylbutanoyl)-2,3-dihydro-1H-pyrrolo[2,3-b]pyridine-2-carboxylate), Cl (HCl). Run in CCO (EtOH). Conditions: time 8 hour. The product is Cl.N[C@H](C(=O)N1[C@@H](CC=2C1=NC=CC2)C(=O)OCC)C(C)C ((S)-ethyl 1-((S)-2-amino-3-methylbutanoyl)-2,3-dihydro-1H-pyrrolo[2,3-b]pyridine-2-carboxylate hydrochloride). Isolated yield 100.6%. As a reaction SMILES: C(OC([NH:8][C@@H:9]([CH:26]([CH3:28])[CH3:27])[C:10]([N:12]1[C:16]2=[N:17][CH:18]=[CH:19][CH:20]=[C:15]2[CH2:14][C@H:13]1[C:21]([O:23][CH2:24][CH3:25])=[O:22])=[O:11])=O)(C)(C)C.[ClH:29]>CCO>[ClH:29].[NH2:8][C@@H:9]([CH:26]([CH3:27])[CH3:28])[C:10]([N:12]1[C:16]2=[N:17][CH:18]=[CH:19][CH:20]=[C:15]2[CH2:14][C@H:13]1[C:21]([O:23][CH2:24][CH3:25])=[O:22])=[O:11] |f:3.4|. Procedure: To a solution of (S)-ethyl 1-((S)-2-(tert-butoxycarbonylamino)-3-methylbutanoyl)-2,3-dihydro-1H-pyrrolo[2,3-b]pyridine-2-carboxylate (1.9 g, 4.85 mmol, Eq: 1.00) in EtOH (10.1 mL) was added HCl (2 M in ether, 38.0 mL, 76.0 mmol, Eq: 15.7) and the resulting solution was stirred at rt overnight. The reaction mixture was concentrated in vacuo and azeotroped with n-heptane (1×75 mL) to give (S)-ethyl 1-((S)-2-amino-3-methylbutanoyl)-2,3-dihydro-1H-pyrrolo[2,3-b]pyridine-2-carboxylate hydrochloride a... The reactants are FC(S(=O)(=O)OC=1C=C2C=CC(=CC2=CC1)C#N)(F)F (6-(Trifluoromethanesulfonyloxy)-2-naphthalenecarbonitrile), 1-1′-bis(diphenyphosphino)ferrocene, C(=O)([O-])[O-].[Cs+].[Cs+] (Cs2CO3), COC=1C=C(C=CC1)B(O)O (3-methoxyphenylboronic acid). Reagents/catalysts: C(C)(=O)[O-].[Pd+2].C(C)(=O)[O-] (palladium (II) acetate). The solvent is CN(C)C=O (DMF). Reaction conditions: temperature 80 celsius, time 20 minute. The product is COC=1C=C(C=CC1)C=1C=C2C=CC(=CC2=CC1)C#N (6-(3-Methoxyphenyl)-2-naphthalenecarbonitrile). The yield is 54.0%. Reaction SMILES: FC(F)(F)S(O[C:7]1[CH:8]=[C:9]2[C:14](=[CH:15][CH:16]=1)[CH:13]=[C:12]([C:17]#[N:18])[CH:11]=[CH:10]2)(=O)=O.C([O-])([O-])=O.[Cs+].[Cs+].[CH3:27][O:28][C:29]1[CH:30]=[C:31](B(O)O)[CH:32]=[CH:33][CH:34]=1>CN(C=O)C.C([O-])(=O)C.[Pd+2].C([O-])(=O)C>[CH3:27][O:28][C:29]1[CH:34]=[C:33]([C:7]2[CH:8]=[C:9]3[C:14](=[CH:15][CH:16]=2)[CH:13]=[C:12]([C:17]#[N:18])[CH:11]=[CH:10]3)[CH:32]=[CH:31][CH:30]=1 |f:1.2.3,6.7.8|. Procedure details: A solution of Example 28B (300 mg, 1 mmol), palladium (II) acetate (22 mg, 0.1 mmol) and 1-1′-bis(diphenyphosphino)ferrocene (111 mg, 0.2 mmol) was stirred in DMF (3 mL) for 15 min, treated with Cs2CO3 (813 mg, 2.5 mmol) and 3-methoxyphenylboronic acid (228 mg, 1.5 mmol), stirred for 20 min at 80° C., cooled, treated with pH 7 buffer (10 mL) and extracted with diethyl ether. The ether extracts were dried (MgSO4), concentrated and purified on silica gel with 10% ethyl acetate/hexane to provide 14... The reactants are C(C1=CC=CC=C1)N1CCC(=CC1)C1=C(C=CC=C1)C(F)(F)F (1-benzyl-4-[2-(trifluoromethyl)phenyl]-1,2,3,6-tetrahydropyridine), ClC1=CC=C(C=C1)S(=O)(=O)Cl (4-chlorobenzenesulfonyl chloride). Product: ClC1=CC=C(C=C1)S(=O)(=O)N1CCC(CC1)C1=C(C=CC=C1)C(F)(F)F (1-[(4-chlorophenyl)sulfonyl]-4-[2-(trifluoromethyl)phenyl]piperidine). Isolated yield 83.4%. RXN SMILES: C([N:8]1[CH2:13][CH:12]=[C:11]([C:14]2[CH:19]=[CH:18][CH:17]=[CH:16][C:15]=2[C:20]([F:23])([F:22])[F:21])[CH2:10][CH2:9]1)C1C=CC=CC=1.[Cl:24][C:25]1[CH:30]=[CH:29][C:28]([S:31](Cl)(=[O:33])=[O:32])=[CH:27][CH:26]=1>>[Cl:24][C:25]1[CH:30]=[CH:29][C:28]([S:31]([N:8]2[CH2:9][CH2:10][CH:11]([C:14]3[CH:19]=[CH:18][CH:17]=[CH:16][C:15]=3[C:20]([F:21])([F:22])[F:23])[CH2:12][CH2:13]2)(=[O:33])=[O:32])=[CH:27][CH:26]=1. Reported procedure: Using the procedure from Example 14A, Step 14D, 1-benzyl-4-[2-(trifluoromethyl)phenyl]-1,2,3,6-tetrahydropyridine (Example 14A, Step 14C, 150 mg, 0.65 mmol) was reacted with 4-chlorobenzenesulfonyl chloride (165 mg, 0.78 mmol) to afford the title compound (219 mg), a white solid, in 84% yield. The product is CCOCc1nc2cnc3ccccc3c2n1CC1(OCCS(C)(=O)=O)CCN(C(=O)OC(C)(C)C)CC1. Starting materials: CCOCc1nc2cnc3ccccc3c2n1CC1(O)CCN(C(=O)OC(C)(C)C)CC1, C=CS(C)(=O)=O, [H-], [Na+], C1CCOC1. As a reaction SMILES: [CH2:1]([CH3:2])[O:3][CH2:4][c:5]1[n:6]([CH2:18][C:19]2([OH:32])[CH2:20][CH2:21][N:22]([C:25](=[O:26])[O:27][C:28]([CH3:29])([CH3:30])[CH3:31])[CH2:23][CH2:24]2)[c:7]2[c:8]([cH:9][n:10][c:11]3[cH:12][cH:13][cH:14][cH:15][c:16]23)[n:17]1.[CH:35](=[CH2:36])[S:37](=[O:38])(=[O:39])[CH3:40].[H-:34].[Na+:33].[O:41]1[CH2:42][CH2:43][CH2:44][CH2:45]1>>[CH2:1]([CH3:2])[O:3][CH2:4][c:5]1[n:6]([CH2:18][C:19]2([O:32][CH2:36][CH2:35][S:37](=[O:38])(=[O:39])[CH3:40])[CH2:20][CH2:21][N:22]([C:25](=[O:26])[O:27][C:28]([CH3:29])([CH3:30])[CH3:31])[CH2:23][CH2:24]2)[c:7]2[c:8]([cH:9][n:10][c:11]3[cH:12][cH:13][cH:14][cH:15][c:16]23)[n:17]1. The reactants are COc1cc(Br)cc(OC)c1, CN(C)C=O, O, O=P(Cl)(Cl)Cl. The product is COc1cc(Br)c(C=O)c(OC)c1. RXN SMILES: [Br:1][c:2]1[cH:3][c:4]([O:10][CH3:11])[cH:5][c:6]([O:8][CH3:9])[cH:7]1.[O:18]=[CH:19][N:20]([CH3:21])[CH3:22].[OH2:17].[P:12]([Cl:13])([Cl:14])([Cl:15])=[O:16]>>[Br:1][c:2]1[cH:3][c:4]([O:10][CH3:11])[cH:5][c:6]([O:8][CH3:9])[c:7]1[CH:19]=[O:18]. Reactants: CCO, Cl, Nc1ncccc1OCc1ccccc1Br, CCOC(=N)Cc1ccccc1. The product is N=C(Cc1ccccc1)Nc1ncccc1OCc1ccccc1Br. RXN SMILES: [CH3:30][CH2:31][OH:32].[ClH:17].[NH2:1][c:2]1[n:3][cH:4][cH:5][cH:6][c:7]1[O:8][CH2:9][c:10]1[c:11]([Br:16])[cH:12][cH:13][cH:14][cH:15]1.[c:18]1([CH2:24][C:25]([O:26][CH2:27][CH3:28])=[NH:29])[cH:19][cH:20][cH:21][cH:22][cH:23]1>>[NH:1]([c:2]1[n:3][cH:4][cH:5][cH:6][c:7]1[O:8][CH2:9][c:10]1[c:11]([Br:16])[cH:12][cH:13][cH:14][cH:15]1)[C:25]([CH2:24][c:18]1[cH:19][cH:20][cH:21][cH:22][cH:23]1)=[NH:29]. Reactants: NC1=C(C(C1=O)=O)NCCCOC1=CC(=CC=C1)C1OCCO1 (1-amino-2-{3-[3-(1,3-dioxolan-2-yl)phenoxy]propylamino}-1-cyclobutene-3,4-dione), Cl (HCl). Solvent: C(C)O (ethanol). Reaction conditions: time 2 hour. The product is NC1=C(C(C1=O)=O)NCCCOC1=CC(=CC=C1)C=O (1-Amino-2-[3-(3-formylphenoxy)propylamino]-1-cyclobutene-3,4-dione). Isolated yield 97.1%. As a reaction SMILES: [NH2:1][C:2]1[C:5](=[O:6])[C:4](=[O:7])[C:3]=1[NH:8][CH2:9][CH2:10][CH2:11][O:12][C:13]1[CH:18]=[CH:17][CH:16]=[C:15]([CH:19]2OCC[O:20]2)[CH:14]=1.Cl>C(O)C>[NH2:1][C:2]1[C:5](=[O:6])[C:4](=[O:7])[C:3]=1[NH:8][CH2:9][CH2:10][CH2:11][O:12][C:13]1[CH:18]=[CH:17][CH:16]=[C:15]([CH:19]=[O:20])[CH:14]=1. Reported procedure: The 1-amino-2-{3-[3-(1,3-dioxolan-2-yl)phenoxy]propylamino}-1-cyclobutene-3,4-dione (11.66 g, 0.037 mole) was suspended in a solution of 200 mL of 95% ethanol and 20 mL of aqueous 2.0N HCl. The suspension was stirred at ambient temperature for 2 hours, then filtered (slowly) and dried in vacuo to give 9.85 g of crude title compound. Recrystallization from 150 mL of 95% ethanol and 35 mL of aqueous 1N HCl yielded 5.74 g of purified title compound; mp=203°-206° C. RXN SMILES: [CH:22]1([CH2:25][O:26][c:27]2[cH:28][c:29]([C:30](=[O:31])[O:32][CH3:33])[cH:34][c:35]([N:37]3[C:38](=[O:42])[CH2:39][CH2:40][CH2:41]3)[cH:36]2)[CH2:23][CH2:24]1.[O:1]=[C:2]1[CH2:3][CH2:4][CH2:5][N:6]1[c:7]1[cH:8][c:9]([C:19]([OH:20])=[O:21])[cH:10][c:11]([N:12]2[CH2:13][CH2:14][CH2:15][C:16]2=[O:17])[cH:18]1>>[CH:22]1([CH2:25][O:26][c:27]2[cH:28][c:29]([C:30](=[O:31])[OH:32])[cH:34][c:35]([N:37]3[C:38](=[O:42])[CH2:39][CH2:40][CH2:41]3)[cH:36]2)[CH2:23][CH2:24]1. Reactants: COC(=O)c1cc(OCC2CC2)cc(N2CCCC2=O)c1, O=C(O)c1cc(N2CCCC2=O)cc(N2CCCC2=O)c1. Yields the product O=C(O)c1cc(OCC2CC2)cc(N2CCCC2=O)c1. The reactants are [Br-], [Br-], BrCc1ccccc1-c1c2ccccc2nc2ccccc12, CCCC[n+]1ccc(-c2cc[nH+]cc2)cc1, CC#N. The product is c1ccc2nc3ccccc3cc2c1. RXN SMILES: [Br-:23].[Br-:40].[Br:1][CH2:2][c:3]1[cH:4][cH:5][cH:6][cH:7][c:8]1-[c:9]1[c:10]2[cH:11][cH:12][cH:13][cH:14][c:15]2[n:16][c:17]2[cH:18][cH:19][cH:20][cH:21][c:22]12.[CH2:24]([n+:25]1[cH:26][cH:27][c:28](-[c:29]2[cH:30][cH:31][nH+:32][cH:33][cH:34]2)[cH:35][cH:36]1)[CH2:37][CH2:38][CH3:39].[CH3:41][C:42]#[N:43]>>[cH:9]1[c:10]2[cH:11][cH:12][cH:13][cH:14][c:15]2[n:16][c:17]2[cH:18][cH:19][cH:20][cH:21][c:22]12. Starting materials: BrC=1C=CC(=NC1)N1CCN(CC1)C(=O)OCC(=O)OCC (2-(ethyloxy)-2-oxoethyl 4-(5-bromo-2-pyridyl)-1-piperazine-carboxylate), FC(C=1C=C(C=CC1)B(O)O)(F)F (3-(trifluoromethyl)phenylboronic acid), hydrated potassium phosphate, product. The reagents and catalysts are C=1C=CC(=CC1)[P](C=2C=CC=CC2)(C=3C=CC=CC3)[Pd]([P](C=4C=CC=CC4)(C=5C=CC=CC5)C=6C=CC=CC6)([P](C=7C=CC=CC7)(C=8C=CC=CC8)C=9C=CC=CC9)[P](C=1C=CC=CC1)(C=1C=CC=CC1)C=1C=CC=CC1 (tetrakis(triphenylphosphine)palladium). The solvent is C(C)(=O)OCC (ethyl acetate), C1CCCCC1 (cyclohexane). Yields the product FC(C=1C=C(C=CC1)C=1C=CC(=NC1)N1CCN(CC1)C(=O)OCC(=O)OCC)(F)F (2-(ethyloxy)-2-oxoethyl 4-{5-[3-(trifluoromethyl)-phenyl]-2-pyridyl}-1-piperazinecarboxylate). RXN SMILES: Br[C:2]1[CH:3]=[CH:4][C:5]([N:8]2[CH2:13][CH2:12][N:11]([C:14]([O:16][CH2:17][C:18]([O:20][CH2:21][CH3:22])=[O:19])=[O:15])[CH2:10][CH2:9]2)=[N:6][CH:7]=1.[F:23][C:24]([F:35])([F:34])[C:25]1[CH:26]=[C:27](B(O)O)[CH:28]=[CH:29][CH:30]=1>C(OCC)(=O)C.C1CCCCC1.C1C=CC([P]([Pd]([P](C2C=CC=CC=2)(C2C=CC=CC=2)C2C=CC=CC=2)([P](C2C=CC=CC=2)(C2C=CC=CC=2)C2C=CC=CC=2)[P](C2C=CC=CC=2)(C2C=CC=CC=2)C2C=CC=CC=2)(C2C=CC=CC=2)C2C=CC=CC=2)=CC=1>[F:23][C:24]([F:35])([F:34])[C:25]1[CH:30]=[C:29]([C:2]2[CH:3]=[CH:4][C:5]([N:8]3[CH2:13][CH2:12][N:11]([C:14]([O:16][CH2:17][C:18]([O:20][CH2:21][CH3:22])=[O:19])=[O:15])[CH2:10][CH2:9]3)=[N:6][CH:7]=2)[CH:28]=[CH:27][CH:26]=1 |^1:51,53,72,91|. Procedure details: The process is performed according to the procedure described in Example 1 (step 1.3.). Starting with 3 g (8.06 mmol) of 2-(ethyloxy)-2-oxoethyl 4-(5-bromo-2-pyridyl)-1-piperazine-carboxylate, obtained in step 3.3., 4.59 g (24.17 mmol) of 3-(trifluoromethyl)phenylboronic acid, 6.84 g (32.23 mmol) of hydrated potassium phosphate and 0.93 g (0.806 mmol) of tetrakis(triphenylphosphine)palladium, and after chromatography on silica gel, eluting with a 30/70 mixture of ethyl acetate and cyclohexane, 2...